From a dataset of the Open Reaction Database (ORD), a public repository of structured organic reaction records. describe an organic reaction: reactants, conditions, products, and yield The product is N1(CCNCC1)C1=NC2=CC=CC=C2C=C1 (2-(1-piperazinyl)quinoline). Isolated yield 91.4%. Reaction SMILES: Cl[C:2]1[CH:11]=[CH:10][C:9]2[C:4](=[CH:5][CH:6]=[CH:7][CH:8]=2)[N:3]=1.[NH:12]1[CH2:17][CH2:16][NH:15][CH2:14][CH2:13]1.N1C=CC=CC=1>O1CCCC1>[N:12]1([C:2]2[CH:11]=[CH:10][C:9]3[C:4](=[CH:5][CH:6]=[CH:7][CH:8]=3)[N:3]=2)[CH2:17][CH2:16][NH:15][CH2:14][CH2:13]1. Procedure details: A mixture of 2-chloroquinoline (10.0 g, 60.5 mmol), piperazine (26.1 g, 303 mmol) and pyridine (15 ml) was heated reflux temperature for 4 h. The hot reaction mixture was poured into a conical flask and diluted with tetrahydrofuran (150 ml). The precipitated solid was filtered off and washed with diethyl ether (3×50 ml) and the combined organic phases were evaporated in vacuo. The residue was suspended in a mixture of diethyl ether (200 ml) and 96% ethanol (80 ml) and undissolved solid was filte... The solvent is O1CCCC1 (tetrahydrofuran). Starting materials: ClC1=NC2=CC=CC=C2C=C1 (2-chloroquinoline), N1CCNCC1 (piperazine), N1=CC=CC=C1 (pyridine).